This data is from the Open Reaction Database (ORD), a public repository of structured organic reaction records. The task is: describe an organic reaction: reactants, conditions, products, and yield Reactants: COC1=NC=C(C=C1)COC1=CC=CC=C1 (2-methoxy-5-(phenoxymethyl)pyridine), BrCC1=CC(=C(C=C1)F)F (4-(bromomethyl)-1,2-difluorobenzene). The solvent is CN(C)C=O (DMF). Product: FC=1C=C(CN2C(C=CC(=C2)COC2=CC=CC=C2)=O)C=CC1F (1-(3,4-difluorobenzyl)-5-(phenoxymethyl)pyridin-2(1H)-one). Isolated yield 30.4%. As a reaction SMILES: C[O:2][C:3]1[CH:8]=[CH:7][C:6]([CH2:9][O:10][C:11]2[CH:16]=[CH:15][CH:14]=[CH:13][CH:12]=2)=[CH:5][N:4]=1.Br[CH2:18][C:19]1[CH:24]=[CH:23][C:22]([F:25])=[C:21]([F:26])[CH:20]=1>CN(C=O)C>[F:26][C:21]1[CH:20]=[C:19]([CH:24]=[CH:23][C:22]=1[F:25])[CH2:18][N:4]1[CH:5]=[C:6]([CH2:9][O:10][C:11]2[CH:16]=[CH:15][CH:14]=[CH:13][CH:12]=2)[CH:7]=[CH:8][C:3]1=[O:2]. Procedure details: According to Scheme 16 Method A: The title compound was prepared from 2-methoxy-5-(phenoxymethyl)pyridine (1 eq, 0.46 mmol, 0.10 g) and 4-(bromomethyl)-1,2-difluorobenzene (3 eq, 1.39 mmol, 0.18 mL) according to the procedure described for Example 1 Step 2. Reaction conditions: under reflux for 3 days in DMF (5 mL). The crude oil was purified by flash chromatography over silica gel (AIT Flashsmart prepacked column 25 g SiO2) using CH2Cl2/AcOEt 90/10 followed by recrystallization in diisopropyl e...